This data is from the Open Reaction Database (ORD), a public repository of structured organic reaction records. The task is: describe an organic reaction: reactants, conditions, products, and yield Starting materials: CC1=CC=CC(=C1C(=O)O)N (6-methyl-2-aminobenzoic acid), ClCCCBr (1-chloro-3-bromopropane), N1CCCCC1 (piperidine), CN (methylamine), C(C1=CC=C(C=C1)OC)=O (4-anisaldehyde). Yields the product CN1C(=NC2=CC=CC(=C2C1=O)C)C1=CC=C(C=C1)OCCCN1CCCCC1 (3,5-Dimethyl-2-[4-(3-piperidin-1-ylpropoxy)phenyl]-4(3H)-quinazolinone). Reaction SMILES: [CH3:1][C:2]1[C:7]([C:8]([OH:10])=O)=[C:6]([NH2:11])[CH:5]=[CH:4][CH:3]=1.[CH3:12][NH2:13].[CH:14](=O)[C:15]1[CH:20]=[CH:19][C:18]([O:21][CH3:22])=[CH:17][CH:16]=1.Cl[CH2:25][CH2:26][CH2:27]Br.[NH:29]1[CH2:34][CH2:33]C[CH2:31][CH2:30]1>>[CH3:12][N:13]1[C:8](=[O:10])[C:7]2[C:6](=[CH:5][CH:4]=[CH:3][C:2]=2[CH3:1])[N:11]=[C:14]1[C:15]1[CH:20]=[CH:19][C:18]([O:21][CH2:22][CH2:31][CH2:30][N:29]2[CH2:34][CH2:33][CH2:27][CH2:26][CH2:25]2)=[CH:17][CH:16]=1. Procedure details: The entitled compound was obtained according to the method of Example 1 but starting from 6-methyl-2-aminobenzoic acid, methylamine, 4-anisaldehyde, 1-chloro-3-bromopropane and piperidine.